Dataset: the Open Reaction Database (ORD), a public repository of structured organic reaction records. Task: describe an organic reaction: reactants, conditions, products, and yield The reactants are CCOC(=O)c1cc(F)c(SCC)nc1NCc1ccc(OC)cc1, CCO. The product is CCOC(=O)c1cc(F)cnc1NCc1ccc(OC)cc1. RXN SMILES: [CH2:1]([CH3:2])[O:3][C:4]([c:5]1[c:6]([NH:15][CH2:16][c:17]2[cH:18][cH:19][c:20]([O:23][CH3:24])[cH:21][cH:22]2)[n:7][c:8]([S:12][CH2:13][CH3:14])[c:9]([F:11])[cH:10]1)=[O:25].[CH3:26][CH2:27][OH:28]>>[CH2:1]([CH3:2])[O:3][C:4]([c:5]1[c:6]([NH:15][CH2:16][c:17]2[cH:18][cH:19][c:20]([O:23][CH3:24])[cH:21][cH:22]2)[n:7][cH:8][c:9]([F:11])[cH:10]1)=[O:25]. The reactants are BrC=1C=CC(=C(C(=O)O)C1)O (5-bromo-2-hydroxy-benzoic acid), C(CCC)Br (butyl bromide), C([O-])([O-])=O.[K+].[K+] (potassium carbonate). Solvent: CN(C)C=O (DMF). Conditions: temperature 100 celsius. Product: C(CCC)OC(C1=C(C=CC(=C1)Br)OCCCC)=O (5-Bromo-2-butoxy-benzoic acid butyl ester). Yield: 100.2%. RXN SMILES: [Br:1][C:2]1[CH:3]=[CH:4][C:5]([OH:11])=[C:6]([CH:10]=1)[C:7]([OH:9])=[O:8].[CH2:12](Br)[CH2:13][CH2:14][CH3:15].C(=O)([O-])[O-].[K+].[K+]>CN(C=O)C>[CH2:12]([O:8][C:7](=[O:9])[C:6]1[CH:10]=[C:2]([Br:1])[CH:3]=[CH:4][C:5]=1[O:11][CH2:3][CH2:2][CH2:10][CH3:6])[CH2:13][CH2:14][CH3:15] |f:2.3.4|. Reported procedure: A mixture of 5-bromo-2-hydroxy-benzoic acid (2.21 g, 10 mmol), butyl bromide (3.46 g, 25 mmol), potassium carbonate (2.76 g, 20 mmol) and DMF (20 mL) was heated at 100° C. for 1 h. The reaction mixture was partitioned between ether (120 mL) and brine (100 mL). Ether layer was separated and washed again with brine (100 mL), dried over MgSO4. Purification by flash chromatography (ethyl acetate/hexanes 1:99, 1:19, 1:9) gave 5-Bromo-2-butoxy-benzoic acid butyl ester as yellow oil (1.648 g, 5.01 mmol...